The task is: describe an organic reaction: reactants, conditions, products, and yield. This data is from the Open Reaction Database (ORD), a public repository of structured organic reaction records. The reactants are C(C1=CC=CC=C1)OC(C[C@H](C(=O)N[C@@H](C(C)(C)C)C(NC)=O)N1C=C(C=C1)C1=CC=C(C=C1)CCC)=O (N-[2,2-dimethyl-1(S)-(methylcarbamoyl)propyl]-3(R)-[3-(4-propylphenyl)-1H-pyrrol-1-yl]succinamic acid benzyl ester). Solvent: CO (MeOH), CCOC(=O)C (EtOAc). Product: CC([C@@H](C(NC)=O)NC([C@@H](CC(=O)O)N1C=C(C=C1)C1=CC=C(C=C1)CCC)=O)(C)C (N-[2,2-dimethyl-1(S)-(methylcarbamoyl)propyl]-3(R)-[3-(4-propylphenyl)-1H-pyrrol-1-yl]succinamic acid). Yield: 91.0%. As a reaction SMILES: C([O:8][C:9](=[O:38])[CH2:10][C@@H:11]([N:24]1[CH:28]=[CH:27][C:26]([C:29]2[CH:34]=[CH:33][C:32]([CH2:35][CH2:36][CH3:37])=[CH:31][CH:30]=2)=[CH:25]1)[C:12]([NH:14][C@H:15]([C:20](=[O:23])[NH:21][CH3:22])[C:16]([CH3:19])([CH3:18])[CH3:17])=[O:13])C1C=CC=CC=1>CO.CCOC(C)=O>[CH3:18][C:16]([CH3:17])([CH3:19])[C@H:15]([NH:14][C:12](=[O:13])[C@H:11]([N:24]1[CH:28]=[CH:27][C:26]([C:29]2[CH:34]=[CH:33][C:32]([CH2:35][CH2:36][CH3:37])=[CH:31][CH:30]=2)=[CH:25]1)[CH2:10][C:9]([OH:38])=[O:8])[C:20](=[O:23])[NH:21][CH3:22]. Reported procedure: According to the procedure described in Example 1(a), N-[2,2-dimethyl-1(S)-(methylcarbamoyl)propyl]-3(R)-[3-(4-propylphenyl)-1H-pyrrol-1-yl]succinamic acid benzyl ester in MeOH and EtOAc was hydrogenolyzed to provide 30 mg (91%) of N-[2,2-dimethyl-1(S)-(methylcarbamoyl)propyl]-3(R)-[3-(4-propylphenyl)-1H-pyrrol-1-yl]succinamic acid as a yellow powder, mp 104-6° C.